From a dataset of the Open Reaction Database (ORD), a public repository of structured organic reaction records. describe an organic reaction: reactants, conditions, products, and yield Reactants: C(=O)=O (CO2), C(C)(C)(C)[Li] (Tert-butyllithium), CCCCC (pentane), BrC1=CC=C(C=C1)CC(C)(O)C (1-(4-bromophenyl)-2-methyl-propan-2-ol). The solvent is CCOCC (Et2O), C1CCOC1 (THF), CCOC(=O)C (EtOAc). Conditions: temperature -78 celsius, time 2 hour. The product is OC(CC1=CC=C(C(=O)O)C=C1)(C)C (4-(2-hydroxy-2-methyl-propyl)benzoic acid). Isolated yield 26.4%. RXN SMILES: Br[C:2]1[CH:7]=[CH:6][C:5]([CH2:8][C:9]([CH3:12])([OH:11])[CH3:10])=[CH:4][CH:3]=1.C([Li])(C)(C)C.CCCCC.[C:23](=[O:25])=[O:24]>C1COCC1.CCOCC.CCOC(C)=O>[OH:11][C:9]([CH3:12])([CH3:10])[CH2:8][C:5]1[CH:6]=[CH:7][C:2]([C:23]([OH:25])=[O:24])=[CH:3][CH:4]=1. Procedure: 1-(4-bromophenyl)-2-methyl-propan-2-ol (2.77 g, 12.1 mmol) was dissolved in dry THF (30 mL) and the solution was cooled to −78° C. Tert-butyllithium in pentane (15 mL of 1.7 M, 25.4 mmol) was added dropwise over 10 minutes and the reaction mixture was stirred at −78° C. for 2 hours. The reaction mixture was added via cannula to crushed solid CO2 (53.2 g, 1.21 mol) in Et2O under a flow of nitrogen gas. The reaction mixture was allowed to warm to room temperature, diluted with EtOAc and washed wit... Reactants: [Li]CCCC, C#CC(=O)OCC, CC(C)=O, CCCCC, C1CCOC1. Product: CCOC(=O)C#CC(C)(C)O. RXN SMILES: [CH2:13]([Li:14])[CH2:15][CH2:16][CH3:17].[CH2:1]([CH3:2])[O:3][C:4]([C:5]#[CH:6])=[O:7].[CH3:18][C:19]([CH3:20])=[O:21].[CH3:8][CH2:9][CH2:10][CH2:11][CH3:12].[O:22]1[CH2:23][CH2:24][CH2:25][CH2:26]1>>[CH2:1]([CH3:2])[O:3][C:4]([C:5]#[C:6][C:19]([CH3:18])([CH3:20])[OH:21])=[O:7]. The reactants are COC1=C2CC(OCC2=C(C=C1)OC)C(=O)OC (5,8-dimethoxy-3-methoxycarbonyl-isochroman), [H-].[Al+3].[Li+].[H-].[H-].[H-] (lithium aluminum hydride). Solvent: O1CCCC1 (tetrahydrofuran). Reaction conditions: temperature 0 celsius, time 15 minute. The product is COC1=C2CC(OCC2=C(C=C1)OC)CO (5,8-dimethoxy-3-hydroxymethyl-isochroman). RXN SMILES: [CH3:1][O:2][C:3]1[CH:12]=[CH:11][C:10]([O:13][CH3:14])=[C:9]2[C:4]=1[CH2:5][CH:6]([C:15](OC)=[O:16])[O:7][CH2:8]2.[H-].[Al+3].[Li+].[H-].[H-].[H-]>O1CCCC1>[CH3:1][O:2][C:3]1[CH:12]=[CH:11][C:10]([O:13][CH3:14])=[C:9]2[C:4]=1[CH2:5][CH:6]([CH2:15][OH:16])[O:7][CH2:8]2 |f:1.2.3.4.5.6|. Procedure details: To a solution of 5,8-dimethoxy-3-methoxycarbonyl-isochroman (310 mg; 1.23 mmol) in 5 ml of tetrahydrofuran at 0° C. was added lithium aluminum hydride (47 mg; 1.23 mmol). The mixture was stirred at 0° C. for 15 minutes and was quenched with 1N HCl. The product was extracted with ether and the combined organic layers were washed with brine and dried over MgSO4 affording crude title alcohol (246 mg; 90%) used as such for subsequent steps: Starting materials: [S-]C#N.[K+] (Potassium thiocyanate), BrBr (bromine), NC=1C=CC(=NC1)OC=1C=C(C=CC1OC)NC(C1=CC(=CC=C1)C(C)(C)C#N)=O (N-{3-[(5-aminopyridin-2-yl)oxy]-4-methoxyphenyl}-3-(1-cyano-1-methylethyl)benzamide). The solvent is C(C)(=O)O (acetic acid), C(C)(=O)O (acetic acid), C(C)(=O)O (acetic acid). Reaction conditions: time 15 minute. Product: NC=1SC2=NC(=CC=C2N1)OC=1C=C(C=CC1OC)NC(C1=CC(=CC=C1)C(C)(C)C#N)=O (N-{3-[(2-amino[1,3]thiazolo[5,4-b]pyridin-5-yl)oxy]-4-methoxyphenyl}-3-(1-cyano-1-methylethyl)benzamide). Yield: 65.0%. As a reaction SMILES: [S-:1][C:2]#[N:3].[K+].[NH2:5][C:6]1[CH:7]=[CH:8][C:9]([O:12][C:13]2[CH:14]=[C:15]([NH:21][C:22](=[O:34])[C:23]3[CH:28]=[CH:27][CH:26]=[C:25]([C:29]([C:32]#[N:33])([CH3:31])[CH3:30])[CH:24]=3)[CH:16]=[CH:17][C:18]=2[O:19][CH3:20])=[N:10][CH:11]=1.BrBr>C(O)(=O)C>[NH2:3][C:2]1[S:1][C:11]2[C:6]([N:5]=1)=[CH:7][CH:8]=[C:9]([O:12][C:13]1[CH:14]=[C:15]([NH:21][C:22](=[O:34])[C:23]3[CH:28]=[CH:27][CH:26]=[C:25]([C:29]([C:32]#[N:33])([CH3:31])[CH3:30])[CH:24]=3)[CH:16]=[CH:17][C:18]=1[O:19][CH3:20])[N:10]=2 |f:0.1|. Reported procedure: Potassium thiocyanate (1.26 g, 13.0 mmol) was suspended in acetic acid (15 mL), and the mixture was stirred at room temperature for 15 min. To the obtained solution was added a solution of N-{3-[(5-aminopyridin-2-yl)oxy]-4-methoxyphenyl}-3-(1-cyano-1-methylethyl)benzamide obtained above in acetic acid (25 mL), and the mixture was further stirred at room temperature for 15 min. A solution of bromine (690 mg, 4.32 mmol) in acetic acid (30 mL) was added dropwise to the obtained solution for 30 min ... Starting materials: CC(=O)OC(C)=O, Clc1cccc2c1CCNCC2, c1ccncc1. The product is CC(=O)N1CCc2cccc(Cl)c2CC1. RXN SMILES: [CH3:13][C:14](=[O:15])[O:16][C:17](=[O:18])[CH3:19].[Cl:1][c:2]1[cH:3][cH:4][cH:5][c:6]2[c:12]1[CH2:11][CH2:10][NH:9][CH2:8][CH2:7]2.[cH:20]1[cH:21][cH:22][n:23][cH:24][cH:25]1>>[Cl:1][c:2]1[cH:3][cH:4][cH:5][c:6]2[c:12]1[CH2:11][CH2:10][N:9]([C:14]([CH3:13])=[O:15])[CH2:8][CH2:7]2. Starting materials: CC1=C(C(=CC(=C1)OC)C)C(C)C1=CC(=C(C=C1)OC)C(C)C (1-(2,6-dimethyl-4-methoxyphenyl)-1-(3-isopropyl-4-methoxyphenyl) ethane), B(Br)(Br)Br (boron tribromide). Solvent: C(Cl)Cl (methylene chloride). Run at temperature -78 celsius, time 20 hour. Product: OC1=CC(=C(C(=C1)C)C(C)C1=CC(=C(C=C1)O)C(C)C)C (1-(4-hydroxy-2,6-dimethylphenyl)-1-(4-hydroxy-3-isopropylphenyl) ethane). Yield: 70.3%. As a reaction SMILES: [CH3:1][C:2]1[CH:7]=[C:6]([O:8]C)[CH:5]=[C:4]([CH3:10])[C:3]=1[CH:11]([C:13]1[CH:18]=[CH:17][C:16]([O:19]C)=[C:15]([CH:21]([CH3:23])[CH3:22])[CH:14]=1)[CH3:12].B(Br)(Br)Br>C(Cl)Cl>[OH:8][C:6]1[CH:7]=[C:2]([CH3:1])[C:3]([CH:11]([C:13]2[CH:18]=[CH:17][C:16]([OH:19])=[C:15]([CH:21]([CH3:23])[CH3:22])[CH:14]=2)[CH3:12])=[C:4]([CH3:10])[CH:5]=1. Procedure: To 1-(2,6-dimethyl-4-methoxyphenyl)-1-(3-isopropyl-4-methoxyphenyl) ethane (250 mg, 0.8 mmol) in 15 mL of methylene chloride at -78° C. was added 8 mL of boron tribromide (1.0M in methylene chloride). The reaction mixture was stirred for 30 minutes at -78° C. and for 20 hours at room temperature. The reaction mixture was washed with water (2×25 mL), dried (MgSO4), and evaporated to give crude product (300 mg). Purification using flash column chromatography (silica gel, 90:10 hexane/ethylacetate)... The reactants are COC(=O)C1=CC=C(CN2CN(C3(C2=O)CCN(CC3)C(=O)OC(C)(C)C)C3=CC=CC=C3)C=C1 (tert-butyl 3-(4-(methoxycarbonyl)benzyl)-4-oxo-1-phenyl-1,3,8-triazaspiro[4.5]decane-8-carboxylate), solution, Cl (HCl). Solvent: O1CCOCC1 (dioxane). Conditions: time 90 minute. The product is O=C1N(CN(C12CCNCC2)C2=CC=CC=C2)CC2=CC=C(C(=O)OC)C=C2 (methyl 4-((4-oxo-1-phenyl-1,3,8-triazaspiro[4.5]decan-3-yl)methyl)benzoate), hydrochloride salt. As a reaction SMILES: [CH3:1][O:2][C:3]([C:5]1[CH:35]=[CH:34][C:8]([CH2:9][N:10]2[C:14](=[O:15])[C:13]3([CH2:20][CH2:19][N:18](C(OC(C)(C)C)=O)[CH2:17][CH2:16]3)[N:12]([C:28]3[CH:33]=[CH:32][CH:31]=[CH:30][CH:29]=3)[CH2:11]2)=[CH:7][CH:6]=1)=[O:4].Cl>O1CCOCC1>[O:15]=[C:14]1[C:13]2([CH2:20][CH2:19][NH:18][CH2:17][CH2:16]2)[N:12]([C:28]2[CH:33]=[CH:32][CH:31]=[CH:30][CH:29]=2)[CH2:11][N:10]1[CH2:9][C:8]1[CH:7]=[CH:6][C:5]([C:3]([O:2][CH3:1])=[O:4])=[CH:35][CH:34]=1. Reported procedure: To tert-butyl 3-(4-(methoxycarbonyl)benzyl)-4-oxo-1-phenyl-1,3,8-triazaspiro[4.5]decane-8-carboxylate (0.31 g, 0.65 mmol) was added 4M solution of HCl in dioxane (3 mL). After stirring at room temperature for 90 minutes, the reaction mixture was concentrated in vacuo to obtain methyl 4-((4-oxo-1-phenyl-1,3,8-triazaspiro[4.5]decan-3-yl)methyl)benzoate as a hydrochloride salt.